Dataset: the Open Reaction Database (ORD), a public repository of structured organic reaction records. Task: describe an organic reaction: reactants, conditions, products, and yield The reactants are C(C)OC(=O)C=1C=NC=2N(C1NC1=C(C=C(C=C1)F)C)N=CC2S(=O)(=O)O (6-ethoxycarbonyl-7-(4-fluoro-2-methylphenylamino)pyrazolo[1,5-a]pyrimidine-3-sulfonic acid), C(C)N (ethylamine). The product is C(C)NS(=O)(=O)C=1C=NN2C1N=CC(=C2NC2=C(C=C(C=C2)F)C)C(=O)OCC (Ethyl 3-(N-ethylsulfamoyl)-7-(4-fluoro-2-methylphenylamino)pyrazolo[1,5-a]pyrimidine-6-carboxylate). Yield: 33.3%. Reaction SMILES: [CH2:1]([O:3][C:4]([C:6]1[CH:7]=[N:8][C:9]2[N:10]([N:21]=[CH:22][C:23]=2[S:24](O)(=[O:26])=[O:25])[C:11]=1[NH:12][C:13]1[CH:18]=[CH:17][C:16]([F:19])=[CH:15][C:14]=1[CH3:20])=[O:5])[CH3:2].[CH2:28]([NH2:30])[CH3:29]>>[CH2:28]([NH:30][S:24]([C:23]1[CH:22]=[N:21][N:10]2[C:11]([NH:12][C:13]3[CH:18]=[CH:17][C:16]([F:19])=[CH:15][C:14]=3[CH3:20])=[C:6]([C:4]([O:3][CH2:1][CH3:2])=[O:5])[CH:7]=[N:8][C:9]=12)(=[O:26])=[O:25])[CH3:29]. Reported procedure: Using 6-ethoxycarbonyl-7-(4-fluoro-2-methylphenylamino)pyrazolo[1,5-a]pyrimidine-3-sulfonic acid (0.500 g, 1.268 mmol) obtained in Example 1 step 2 and ethylamine (2.0 mol/L THF solution; 2.5 mL, 5.071 mmol) instead of tert-butylamine, and in the same manner as in Example 1 step 3, the title compound (0.178 g, 33%) was obtained. The reactants are CCOCC, CCCN=C=S, CCCCCC, O=C(CCl)Nc1ccccc1, [H-], [Na+], CN(C)C=O. Product: CCCN=C1SCC(=O)N1c1ccccc1. Reaction SMILES: [CH2:26]([O:27][CH2:28][CH3:29])[CH3:30].[CH2:3]([CH2:4][CH3:5])[N:6]=[C:7]=[S:8].[CH3:20][CH2:21][CH2:22][CH2:23][CH2:24][CH3:25].[Cl:9][CH2:10][C:11](=[O:12])[NH:13][c:14]1[cH:15][cH:16][cH:17][cH:18][cH:19]1.[H-:2].[Na+:1].[O:31]=[CH:32][N:33]([CH3:34])[CH3:35]>>[CH2:3]([CH2:4][CH3:5])[N:6]=[C:7]1[S:8][CH2:10][C:11](=[O:12])[N:13]1[c:14]1[cH:15][cH:16][cH:17][cH:18][cH:19]1.